describe an organic reaction: reactants, conditions, products, and yield From a dataset of the Open Reaction Database (ORD), a public repository of structured organic reaction records. Starting materials: Polyphosphoric acid, C(C)(=O)O (acetic acid), NC=1SC(=NN1)S (2-amino-5-mercapto-1,3,4-thiadiazole). Reaction conditions: temperature 100 celsius. Product: C(C)(=O)NC=1SC(=NN1)S (2-acetamido-5-mercapto-1,3,4-thiadiazole). As a reaction SMILES: [NH2:1][C:2]1[S:3][C:4]([SH:7])=[N:5][N:6]=1.[C:8](O)(=[O:10])[CH3:9]>>[C:8]([NH:1][C:2]1[S:3][C:4]([SH:7])=[N:5][N:6]=1)(=[O:10])[CH3:9]. Reported procedure: Polyphosphoric acid (190 grams) and acetic acid (406 grams) were charged into a glass reaction vessel fitted with a mechanical stirrer and thermometer and heated, with stirring, to 100° C. To this heated, stirred mixture was then added 2-amino-5-mercapto-1,3,4-thiadiazole (250 grams). Stirring was continued for an additional hour at a temperature of 120° C. The reaction mixture was then cooled to 60° C. and poured over ice. A precipitate formed which was filtered and air dried to yield the desir... Conditions: time 30 minute. Procedure: To a solution of the tert-butyl 1-(4-(5-(4-isopropyl-5-(pyridin-2-yl)isoxazol-3-yl)-1,2,4-oxadiazol-3-yl)benzyl)azetidine-3-carboxylate in dichloromethane (0.5 mL) was added trifluoroacetic acid (0.5 mL), and the reaction mixture was stirred at room temperature for 30 minutes. The reaction mixture was concentrated and purified by preparative HPLC [Prep HPLC: Column: PHENOMENEX® S10 30×100 mm; Gradient time: 10 min; Flow rate=40 ml/min; Solvent A=10% MeOH—90% Water—0.1% TFA; Solvent B=90% MeOH—10... Run in ClCCl (dichloromethane). Starting materials: C(C)(C)C=1C(=NOC1C1=NC=CC=C1)C1=NC(=NO1)C1=CC=C(CN2CC(C2)C(=O)OC(C)(C)C)C=C1 (tert-butyl 1-(4-(5-(4-isopropyl-5-(pyridin-2-yl)isoxazol-3-yl)-1,2,4-oxadiazol-3-yl)benzyl)azetidine-3-carboxylate), FC(C(=O)O)(F)F (trifluoroacetic acid). Product: C(C)(C)C=1C(=NOC1C1=NC=CC=C1)C1=NC(=NO1)C1=CC=C(CN2CC(C2)C(=O)[O-])C=C1 (1-(4-(5-(4-isopropyl-5-(pyridin-2-yl)isoxazol-3-yl)-1,2,4-oxadiazol-3-yl)benzyl)azetidine-3-carboxylate), FC(C(=O)O)(F)F (trifluoroacetic acid). Yield: 7.8%. As a reaction SMILES: [CH:1]([C:4]1[C:5]([C:15]2[O:19][N:18]=[C:17]([C:20]3[CH:37]=[CH:36][C:23]([CH2:24][N:25]4[CH2:28][CH:27]([C:29]([O:31]C(C)(C)C)=[O:30])[CH2:26]4)=[CH:22][CH:21]=3)[N:16]=2)=[N:6][O:7][C:8]=1[C:9]1[CH:14]=[CH:13][CH:12]=[CH:11][N:10]=1)([CH3:3])[CH3:2].[F:38][C:39]([F:44])([F:43])[C:40]([OH:42])=[O:41]>ClCCl>[CH:1]([C:4]1[C:5]([C:15]2[O:19][N:18]=[C:17]([C:20]3[CH:37]=[CH:36][C:23]([CH2:24][N:25]4[CH2:28][CH:27]([C:29]([O-:31])=[O:30])[CH2:26]4)=[CH:22][CH:21]=3)[N:16]=2)=[N:6][O:7][C:8]=1[C:9]1[CH:14]=[CH:13][CH:12]=[CH:11][N:10]=1)([CH3:3])[CH3:2].[F:38][C:39]([F:44])([F:43])[C:40]([OH:42])=[O:41]. Starting materials: O[C@@]1([C@]2(C)[C@@H](C=C1)[C@@H]1CCC3=CC(CC[C@]3(C)[C@H]1CC2)=O)C (17β-hydroxy-17α-methylandrosta-4,15-dien-3-one), C=O (paraformaldehyde), FC(C(=O)[O-])(F)F.C[NH2+]C1=CC=CC=C1 (N-methylanilinium trifluoroacetate). Run in O1CCCC1 (tetrahydrofuran), C(C)(=O)OCC (ethyl acetate). Reaction conditions: time 3.5 hour. Yields the product O[C@@]1([C@]2(C)[C@@H](C=C1)[C@@H]1CC(C3=CC(CC[C@]3(C)[C@H]1CC2)=O)=C)C (17β-hydroxy-17α-methyl-6-methyleneandrosta-4,15-dien-3-one). Yield: 43.5%. Reaction SMILES: [OH:1][C@@:2]1([CH3:22])[CH:7]=[CH:6][C@H:5]2[C@H:8]3[C@H:18]([CH2:19][CH2:20][C@:3]12[CH3:4])[C@:16]1([CH3:17])[C:11](=[CH:12][C:13](=[O:21])[CH2:14][CH2:15]1)[CH2:10][CH2:9]3.C=O.F[C:26](F)(F)C([O-])=O.C[NH2+]C1C=CC=CC=1>O1CCCC1.C(OCC)(=O)C>[OH:1][C@@:2]1([CH3:22])[CH:7]=[CH:6][C@H:5]2[C@H:8]3[C@H:18]([CH2:19][CH2:20][C@:3]12[CH3:4])[C@:16]1([CH3:17])[C:11](=[CH:12][C:13](=[O:21])[CH2:14][CH2:15]1)[C:10](=[CH2:26])[CH2:9]3 |f:2.3|. Procedure details: 500 mg of 17β-hydroxy-17α-methylandrosta-4,15-dien-3-one in 8.3 ml of tetrahydrofuran is stirred at 60° C. under argon with 348 mg of paraformaldehyde and 2.2 g of N-methylanilinium trifluoroacetate. After 3.5 hours, the mixture is diluted with ethyl acetate, washed with water, dried over sodium sulfate, and concentrated under vacuum. After the crude product has been chromatographed on silica gel with a pentane-diethyl ether gradient, 226 mg of 17β-hydroxy-17α-methyl-6-methyleneandrosta-4,15-die... Starting materials: CC(=O)Oc1cc2ccc(S(=O)(=O)O)cc2cc1OC(C)=O, ClP(Cl)(Cl)(Cl)Cl, ClC(Cl)(Cl)Cl, O. Product: CC(=O)Oc1cc2ccc(S(=O)(=O)Cl)cc2cc1OC(C)=O. Reaction SMILES: [C:1]([CH3:2])(=[O:3])[O:4][c:5]1[cH:6][c:7]2[cH:8][cH:9][c:10]([S:19](=[O:20])(=[O:21])[OH:22])[cH:11][c:12]2[cH:13][c:14]1[O:15][C:16]([CH3:17])=[O:18].[Cl:23][P:24]([Cl:25])([Cl:26])([Cl:27])[Cl:28].[Cl:30][C:31]([Cl:32])([Cl:33])[Cl:34].[OH2:29]>>[C:1]([CH3:2])(=[O:3])[O:4][c:5]1[cH:6][c:7]2[cH:8][cH:9][c:10]([S:19](=[O:20])(=[O:22])[Cl:23])[cH:11][c:12]2[cH:13][c:14]1[O:15][C:16]([CH3:17])=[O:18].